Task: describe an organic reaction: reactants, conditions, products, and yield. Dataset: the Open Reaction Database (ORD), a public repository of structured organic reaction records Reactants: C(C)N1C(N(C2=C1C=CC(=C2)C=2C(=NN(C2)CC(=O)O)C=2C=C(C=CC2)C)CC)=O ([4-(1,3-Diethyl-2-oxo-2,3-dihydro-1H-benzoimidazol-5-yl)-3-m-tolyl-pyrazol-1-yl]-acetic acid), C(=O)(N1C=NC=C1)N1C=NC=C1 (carbonyldiimidazole), C(C)N (ethyl amine). Run in ClCCl (dichloromethane). Reaction conditions: temperature 23 celsius. The product is C(C)N1C(N(C2=C1C=CC(=C2)C=2C(=NN(C2)CC(=O)NCC)C=2C=C(C=CC2)C)CC)=O (2-[4-(1,3-Diethyl-2-oxo-2,3-dihydro-1H-benzoimidazol-5-yl)-3-m-tolyl-pyrazol-1-yl]-N-ethyl-acetamide). Yield: 66.3%. As a reaction SMILES: [CH2:1]([N:3]1[C:7]2[CH:8]=[CH:9][C:10]([C:12]3[C:13]([C:21]4[CH:22]=[C:23]([CH3:27])[CH:24]=[CH:25][CH:26]=4)=[N:14][N:15]([CH2:17][C:18](O)=[O:19])[CH:16]=3)=[CH:11][C:6]=2[N:5]([CH2:28][CH3:29])[C:4]1=[O:30])[CH3:2].C(N1C=CN=C1)([N:33]1[CH:37]=[CH:36]N=C1)=O.C(N)C>ClCCl>[CH2:1]([N:3]1[C:7]2[CH:8]=[CH:9][C:10]([C:12]3[C:13]([C:21]4[CH:22]=[C:23]([CH3:27])[CH:24]=[CH:25][CH:26]=4)=[N:14][N:15]([CH2:17][C:18]([NH:33][CH2:37][CH3:36])=[O:19])[CH:16]=3)=[CH:11][C:6]=2[N:5]([CH2:28][CH3:29])[C:4]1=[O:30])[CH3:2]. Reported procedure: To a dichloromethane (2 mL) solution of [4-(1,3-Diethyl-2-oxo-2,3-dihydro-1H-benzoimidazol-5-yl)-3-m-tolyl-pyrazol-1-yl]-acetic acid (0.106 g) was added carbonyldiimidazole (0.055 g). After stirring at 23° C. for 0.5 hours ethyl amine (0.2 mL, 2M in tetrahydrofuran) was added. The reaction was stirred at 23° C. for an additional hour then was concentrated. Preparative thin layer chromatography gave 2-[4-(1,3-Diethyl-2-oxo-2,3-dihydro-1H-benzoimidazol-5-yl)-3-m-tolyl-pyrazol-1-yl]-N-ethyl-acetami... RXN SMILES: [C:19]([CH3:20])([CH3:21])([c:22]1[cH:23][cH:24][cH:25][cH:26][cH:27]1)[c:28]1[cH:29][cH:30][c:31]([OH:34])[cH:32][cH:33]1.[OH:1][CH2:2][CH2:3][CH2:4][O:5][c:6]1[cH:7][cH:8][c:9]([CH2:12][CH:13]([C:14](=[O:15])[OH:16])[O:17][CH3:18])[cH:10][cH:11]1>>[O:1]([CH2:2][CH2:3][CH2:4][O:5][c:6]1[cH:7][cH:8][c:9]([CH2:12][CH:13]([C:14](=[O:15])[OH:16])[O:17][CH3:18])[cH:10][cH:11]1)[c:31]1[cH:30][cH:29][c:28]([C:19]([CH3:20])([CH3:21])[c:22]2[cH:23][cH:24][cH:25][cH:26][cH:27]2)[cH:33][cH:32]1. Product: COC(Cc1ccc(OCCCOc2ccc(C(C)(C)c3ccccc3)cc2)cc1)C(=O)O. Reactants: CC(C)(c1ccccc1)c1ccc(O)cc1, COC(Cc1ccc(OCCCO)cc1)C(=O)O. Reactants: O1C(OCC1)CCC(O)C1=C(C=CC=C1)C (3-[1,3]Dioxolan-2-yl-1-o-tolyl-propan-1-ol), [H-].[Na+] (NaH), CI (methyl iodide). Run in C1CCOC1 (THF), C1CCOC1 (THF). Reaction conditions: time 3 hour. Yields the product COC(CCC1OCCO1)C1=C(C=CC=C1)C (2-(3-Methoxy-3-o-tolyl-propyl)-[1,3]dioxolane). The yield is 92.8%. Reaction SMILES: [H-].[Na+].[O:3]1[CH2:7][CH2:6][O:5][CH:4]1[CH2:8][CH2:9][CH:10]([C:12]1[CH:17]=[CH:16][CH:15]=[CH:14][C:13]=1[CH3:18])[OH:11].[CH3:19]I>C1COCC1>[CH3:19][O:11][CH:10]([C:12]1[CH:17]=[CH:16][CH:15]=[CH:14][C:13]=1[CH3:18])[CH2:9][CH2:8][CH:4]1[O:5][CH2:6][CH2:7][O:3]1 |f:0.1|. Procedure details: To a suspension of NaH (468 mg of a 60% dispersion in mineral oil, 11.7 mmol) in 35 mL THF was slowly added 3-[1,3]Dioxolan-2-yl-1-o-tolyl-propan-1-ol (290.0 mg, 1.3 mmol) as a solution in 15 mL THF at room temperature followed by the dropwise addition of methyl iodide (624 L, 1.4 g, 9.6 mmol). The mixture was stirred for 3 h at room temperature before being quenched by the careful addition of saturated aqueous NH4Cl (40 mL). The resulting mixture was extracted with ethyl acetate (3×30 mL) and t... Reactants: FC1=C(C=CC=C1)[C@@H](CC=C)NP(=O)(C1=CC=CC=C1)C1=CC=CC=C1 ((R)—N-(1-(2-Fluorophenyl)but-3-en-1-yl)-P,P-diphenylphosphinic amide), C(C=C)B1OC(C)(C)C(C)(C)O1 (allylboronic acid pinacol ester), 1a. The product is CC(C[C@H](C1=CC=CC=C1)NP(=O)(C1=CC=CC=C1)C1=CC=CC=C1)=C ((R)—N-(3-Methyl-1-phenylbut-3-en-1-yl)-P,P-diphenylphosphinic amide). Reaction SMILES: F[C:2]1[CH:7]=[CH:6][CH:5]=[CH:4][C:3]=1[C@H:8]([NH:12][P:13]([C:21]1[CH:26]=[CH:25][CH:24]=[CH:23][CH:22]=1)([C:15]1[CH:20]=[CH:19][CH:18]=[CH:17][CH:16]=1)=[O:14])[CH2:9][CH:10]=[CH2:11].[CH2:27](B1OC(C)(C)C(C)(C)O1)C=C>>[CH3:27][C:10](=[CH2:11])[CH2:9][C@@H:8]([NH:12][P:13]([C:15]1[CH:16]=[CH:17][CH:18]=[CH:19][CH:20]=1)([C:21]1[CH:26]=[CH:25][CH:24]=[CH:23][CH:22]=1)=[O:14])[C:3]1[CH:4]=[CH:5][CH:6]=[CH:7][CH:2]=1. Reported procedure: The title compound is synthesized and purified analogously to 4b [except allylboronic acid pinacol ester 1b (32 μL, 0.15 mmol) is used as the nucleophile instead of 1a], affording 4m (34.4 mg, 0.0952 mmol, 95% yield) as a white solid. The analytical data are fully consistent with those reported previously.13 1H NMR (400 MHz, CDCl3): δ 7.86-7.80 (2H, m), 7.76-7.70 (2H, m), 7.50-7.46 (1H, m), 7.44-7.38 (3H, m), 7.29-7.17 (7H, m), 4.78 (1H, s), 4.69 (1H, s), 4.40 (1H, dddd, J=16.4, 16.4, 8.4, 8.4 H... Yield: 95.0%.